Dataset: the Open Reaction Database (ORD), a public repository of structured organic reaction records. Task: describe an organic reaction: reactants, conditions, products, and yield The reactants are N=1N=CN(C1)C=1C=C2C(=CN1)NC=C2CCC(=O)OCC (ethyl 3-(5-(1,2,4-triazol-4-yl)-1H-pyrrolo[2,3-c]pyridin-3-yl)propionate), [OH-].[Na+] (NaOH), Cl (HCl). The solvent is CO (methanol). Conditions: temperature 40 celsius. Product: N=1N=CN(C1)C=1C=C2C(=CN1)NC=C2CCC(=O)O (3-(5-(1,2,4-triazol-4-yl)-1H-pyrrolo[2,3-c]pyridin-3-yl)propionic acid). The yield is 223.5%. As a reaction SMILES: [N:1]1[N:2]=[CH:3][N:4]([C:6]2[CH:7]=[C:8]3[C:14]([CH2:15][CH2:16][C:17]([O:19]CC)=[O:18])=[CH:13][NH:12][C:9]3=[CH:10][N:11]=2)[CH:5]=1.[OH-].[Na+].Cl>CO>[N:1]1[N:2]=[CH:3][N:4]([C:6]2[CH:7]=[C:8]3[C:14]([CH2:15][CH2:16][C:17]([OH:19])=[O:18])=[CH:13][NH:12][C:9]3=[CH:10][N:11]=2)[CH:5]=1 |f:1.2|. Reported procedure: To a solution of ethyl 3-(5-(1,2,4-triazol-4-yl)-1H-pyrrolo[2,3-c]pyridin-3-yl)propionate (0.115 g, 0.4 mmol) in methanol (5 mL) was added NaOH (4M, 0.5 mL, 2 mmol) and the mixture heated at 40° C. for 16 hours. After cooling the solution was neutralised (5M HCl) and the solvents evaporated to give 3-(5-(1,2,4-triazol-4-yl)-1H-pyrrolo[2,3-c]pyridin-3-yl)propionic acid (0.23 g) as a colourless solid. 1H NMR (360 MHz, d6 -DMSO) δ 2.48-2.55 (2H, m), 2.96 (2H, t, J=7.1Hz), 7.54 (1H, s), 8.03 (1H, s)...